This data is from the Open Reaction Database (ORD), a public repository of structured organic reaction records. The task is: describe an organic reaction: reactants, conditions, products, and yield Starting materials: NC1=NC=C(C=C1)C(F)(F)F (2-amino-5-trifluoromethylpyridine), C1(CCCCC1)[N+]#[C-] (cyclohexyl isocyanide), C(C1=CC=CO1)=O (furfural), C(C)(=O)Cl (acetyl chloride). The solvent is Cl(=O)(=O)(=O)O (perchloric acid). The product is C1(CCCCC1)N(C(C)=O)C1=C(N=C2N1C=C(C=C2)C(F)(F)F)C=2OC=CC2 (N-cylcohexyl-N-(2-furan-2-yl-6-trifluoromethylimidazo[1,2-a]pyridin-3-yl)-acetamide). Reaction SMILES: [NH2:1][C:2]1[CH:7]=[CH:6][C:5]([C:8]([F:11])([F:10])[F:9])=[CH:4][N:3]=1.[CH:12]1([N+:18]#[C-:19])[CH2:17][CH2:16][CH2:15][CH2:14][CH2:13]1.[CH:20](=O)[C:21]1[O:25][CH:24]=[CH:23][CH:22]=1.[C:27](Cl)(=[O:29])[CH3:28]>Cl(O)(=O)(=O)=O>[CH:12]1([N:18]([C:19]2[N:3]3[CH:4]=[C:5]([C:8]([F:9])([F:11])[F:10])[CH:6]=[CH:7][C:2]3=[N:1][C:20]=2[C:21]2[O:25][CH:24]=[CH:23][CH:22]=2)[C:27](=[O:29])[CH3:28])[CH2:17][CH2:16][CH2:15][CH2:14][CH2:13]1. Procedure details: Compound (34) was prepared from 1.0 ml of 2-amino-5-trifluoromethylpyridine solution (0.1 M, DCM), 0.575 ml of cyclohexyl isocyanide solution (0.2 M, DCM), 0.500 ml of furfural solution (0.3 M, DCM), and 10 μl of perchloric acid (w=20%), and reaction with acetyl chloride. Excess acetyl chloride was removed under reduced pressure. Isolated yield 45.4%. RXN SMILES: O[CH2:2][C:3]12[CH2:11][CH:7]3[CH2:8][CH:9]([CH2:10]1)[C:5]([NH:12][C:13](=[O:19])[O:14][C:15]([CH3:18])([CH3:17])[CH3:16])([CH2:6]3)[CH2:4]2.[C:20]1(=[O:30])[NH:24][C:23](=[O:25])[C:22]2=[CH:26][CH:27]=[CH:28][CH:29]=[C:21]12.C1(P(C2C=CC=CC=2)C2C=CC=CC=2)C=CC=CC=1.CC(OC(/N=N/C(OC(C)C)=O)=O)C>C1(C)C=CC=CC=1>[O:25]=[C:23]1[C:22]2[C:21](=[CH:29][CH:28]=[CH:27][CH:26]=2)[C:20](=[O:30])[N:24]1[CH2:2][C:3]12[CH2:11][CH:7]3[CH2:6][C:5]([NH:12][C:13](=[O:19])[O:14][C:15]([CH3:17])([CH3:16])[CH3:18])([CH2:4]1)[CH:9]([CH2:8]3)[CH2:10]2. Conditions: temperature 90 celsius. Yields the product O=C1N(C(C2=CC=CC=C12)=O)CC12CC3CC(CC3(C1)NC(OC(C)(C)C)=O)C2 (tert-butyl [2-[(1,3-dioxo-1,3-dihydro-2H-isoindol-2-yl)methyl]hexahydro-2,5-methanopentalen-3a(1H)-yl]carbamate). Starting materials: OCC12CC3(CC(CC3C1)C2)NC(OC(C)(C)C)=O (tert-butyl [1-(hydroxymethyl)tricyclo[3.3.1.03,7]non-3-yl]carbamate), C1(C=2C(C(N1)=O)=CC=CC2)=O (phthalimide), C1(=CC=CC=C1)P(C1=CC=CC=C1)C1=CC=CC=C1 (triphenylphosphine), CC(C)OC(=O)/N=N/C(=O)OC(C)C (diisopropylazodicarboxylate). Solvent: C1(=CC=CC=C1)C (toluene). Procedure: To a stirred solution of tert-butyl [1-(hydroxymethyl)tricyclo[3.3.1.03,7]non-3-yl]carbamate (as obtained in step VI preparation 3) (0.67 g, 2.5 mmol) in toluene (10 mL) was added phthalimide (0.52 g, 3.5 mmol), triphenylphosphine (1.05 g, 4.0 mmol), and diisopropylazodicarboxylate (0.8 mL, 4.0 mmol). The reaction mixture was heated to 90° C. for 4 h. The volatiles were removed under reduced pressure and the residue was purified by column chromatography to obtain tert-butyl [2-[(1,3-dioxo-1,3-di... The reactants are C1CCOC1, Cc1c(C#C[Si](C)(C)C)c[nH]c(=O)c1[N+](=O)[O-], CCOC(C)=O. The product is C#Cc1c[nH]c(=O)c([N+](=O)[O-])c1C. As a reaction SMILES: [CH2:18]1[O:19][CH2:20][CH2:21][CH2:22]1.[CH3:1][Si:2]([CH3:3])([CH3:4])[C:5]#[C:6][c:7]1[c:8]([CH3:17])[c:9]([N+:14](=[O:15])[O-:16])[c:10](=[O:13])[nH:11][cH:12]1.[CH3:23][CH2:24][O:25][C:26](=[O:27])[CH3:28]>>[CH:5]#[C:6][c:7]1[c:8]([CH3:17])[c:9]([N+:14](=[O:15])[O-:16])[c:10](=[O:13])[nH:11][cH:12]1. The reactants are ClCCl, CC1(C)CC(c2cccc(N)c2)Nc2ccc(C#N)cc21, O=S(=O)(Cl)c1ccccc1, c1ccncc1. Yields the product CC1(C)CC(c2cccc(NS(=O)(=O)c3ccccc3)c2)Nc2ccc(C#N)cc21. As a reaction SMILES: [Cl:38][CH2:39][Cl:40].[NH2:11][c:12]1[cH:13][c:14]([CH:18]2[NH:19][c:20]3[cH:21][cH:22][c:23]([C:30]#[N:31])[cH:24][c:25]3[C:26]([CH3:28])([CH3:29])[CH2:27]2)[cH:15][cH:16][cH:17]1.[c:1]1([S:7](=[O:8])(=[O:9])[Cl:10])[cH:2][cH:3][cH:4][cH:5][cH:6]1.[cH:32]1[cH:33][cH:34][n:35][cH:36][cH:37]1>>[c:1]1([S:7](=[O:8])(=[O:9])[NH:11][c:12]2[cH:13][c:14]([CH:18]3[NH:19][c:20]4[cH:21][cH:22][c:23]([C:30]#[N:31])[cH:24][c:25]4[C:26]([CH3:28])([CH3:29])[CH2:27]3)[cH:15][cH:16][cH:17]2)[cH:2][cH:3][cH:4][cH:5][cH:6]1. RXN SMILES: [Br:1][C:2]1[CH:3]=[CH:4][C:5]([F:20])=[C:6]([C@:8]([NH:15][C:16](=[O:19])[CH2:17]Cl)([CH3:14])[CH2:9][C:10]([OH:13])([CH3:12])[CH3:11])[CH:7]=1.[K]>C1(C)C=CC=CC=1.O.Cl.[Cl-].[Na+].O>[Br:1][C:2]1[CH:3]=[CH:4][C:5]([F:20])=[C:6]([C@:8]2([CH3:14])[CH2:9][C:10]([CH3:12])([CH3:11])[O:13][CH2:17][C:16](=[O:19])[NH:15]2)[CH:7]=1 |f:5.6.7,^1:20|. Reactants: BrC=1C=CC(=C(C1)[C@@](CC(C)(C)O)(C)NC(CCl)=O)F (N—[(S)-1-(5-bromo-2-fluoro-phenyl)-3-hydroxy-1,3-dimethyl-butyl]-2-chloro-acetamide), [K] (potassium). Product: BrC=1C=CC(=C(C1)[C@]1(NC(COC(C1)(C)C)=O)C)F ((S)-5-(5-Bromo-2-fluoro-phenyl)-5,7,7-trimethyl-[1,4]oxazepan-3-one). Reported procedure: To a solution of N—[(S)-1-(5-bromo-2-fluoro-phenyl)-3-hydroxy-1,3-dimethyl-butyl]-2-chloro-acetamide (intermediate A15A) (3.11 g, 8.5 mmol) in toluene (150 ml) at 23° C. was added dropwise a solution of potassium amylate (1.7 M in toluene; 25.0 ml, 42 mmol) within 10 min (slightly exothermic). The light brown solution was stirred at 23° C. for 2 h. Diluted with water, 1N HCl and brine and extracted twice with ethyl acetate. The organic layers were washed with sat. NaHCO3 solution and brine, drie... Run at temperature 23 celsius, time 2 hour. Isolated yield 37.4%. The solvent is O (water), Cl (HCl), [Cl-].[Na+].O (brine), C1(=CC=CC=C1)C (toluene), C1(=CC=CC=C1)C (toluene). Starting materials: C1CCOC1, CCOC(C)=O, CCCC[N+](CCCC)(CCCC)CCCC, [Cl-], [Cl-], C[Si](C)(C)C#Cc1ccc(C2=NOC(c3cc(Cl)cc(Cl)c3)(C(F)(F)F)C2)c2ccccc12, [NH4+]. Product: C#Cc1ccc(C2=NOC(c3cc(Cl)cc(Cl)c3)(C(F)(F)F)C2)c2ccccc12. Reaction SMILES: [CH2:60]1[O:61][CH2:62][CH2:63][CH2:64]1.[CH3:36][CH2:37][O:38][C:39](=[O:40])[CH3:41].[CH3:43][CH2:44][CH2:45][CH2:46][N+:47]([CH2:48][CH2:49][CH2:50][CH3:51])([CH2:52][CH2:53][CH2:54][CH3:55])[CH2:56][CH2:57][CH2:58][CH3:59].[Cl-:34].[Cl-:42].[Cl:1][c:2]1[cH:3][c:4]([C:9]2([C:30]([F:31])([F:32])[F:33])[CH2:10][C:11]([c:14]3[cH:15][cH:16][c:17]([C:24]#[C:25][Si:26]([CH3:27])([CH3:28])[CH3:29])[c:18]4[cH:19][cH:20][cH:21][cH:22][c:23]34)=[N:12][O:13]2)[cH:5][c:6]([Cl:8])[cH:7]1.[NH4+:35]>>[Cl:1][c:2]1[cH:3][c:4]([C:9]2([C:30]([F:31])([F:32])[F:33])[CH2:10][C:11]([c:14]3[cH:15][cH:16][c:17]([C:24]#[CH:25])[c:18]4[cH:19][cH:20][cH:21][cH:22][c:23]34)=[N:12][O:13]2)[cH:5][c:6]([Cl:8])[cH:7]1.